From a dataset of the Open Reaction Database (ORD), a public repository of structured organic reaction records. describe an organic reaction: reactants, conditions, products, and yield The reactants are Cc1cn(-c2cc(C)c3[nH]c(=O)ccc3c2)c(C)n1, [Na+], [Na+], O=C([O-])[O-], O=[N+]([O-])O, O=S(=O)(O)O. Yields the product Cc1nc(C)n(-c2cc(C)c3[nH]c(=O)ccc3c2)c1[N+](=O)[O-]. RXN SMILES: [CH3:1][c:2]1[cH:3][c:4](-[n:13]2[c:14]([CH3:19])[n:15][c:16]([CH3:18])[cH:17]2)[cH:5][c:6]2[cH:7][cH:8][c:9](=[O:12])[nH:10][c:11]12.[Na+:24].[Na+:25].[O-:26][C:27](=[O:28])[O-:29].[OH:20][N+:21]([O-:22])=[O:23].[S:30](=[O:31])(=[O:32])([OH:33])[OH:34]>>[CH3:1][c:2]1[cH:3][c:4](-[n:13]2[c:14]([CH3:19])[n:15][c:16]([CH3:18])[c:17]2[N+:21](=[O:20])[O-:22])[cH:5][c:6]2[cH:7][cH:8][c:9](=[O:12])[nH:10][c:11]12. The reactants are C(CCC)[Li] (n-butyllithium), C(C)=O (acetaldehyde), BrC1=C(C=C(C=C1Cl)C(F)(F)F)Cl (4-bromo-3,5-dichlorobenzotrifluoride). Run in CCOCC (ether), CCOCC (ether), CCOCC (ether). Conditions: time 20 minute. Product: ClC=1C=C(C=C(C1C(C)O)Cl)C(F)(F)F (3,5-dichloro-4-(1-hydroxyethyl)benzotrifluoride). As a reaction SMILES: C([Li])CCC.Br[C:7]1[C:12]([Cl:13])=[CH:11][C:10]([C:14]([F:17])([F:16])[F:15])=[CH:9][C:8]=1[Cl:18].[CH:19](=[O:21])[CH3:20]>CCOCC>[Cl:18][C:8]1[CH:9]=[C:10]([C:14]([F:17])([F:16])[F:15])[CH:11]=[C:12]([Cl:13])[C:7]=1[CH:19]([OH:21])[CH3:20]. Reported procedure: To a mixture of 65.2 ml of n-butyllithium (1.61M in hexane) and 100 ml of anhydrous ether was added dropwise 29.3 g of 4-bromo-3,5-dichlorobenzotrifluoride (3) in 30 ml of anhydrous ether at -78° C., followed by stirring for 20 minutes. Subsequently, 6.2 ml of acetaldehyde in 50 ml of anhydrous ether was added dropwise to the mixture at the same temperature, followed by stirring at 0° C. Ice waster was added to the reaction mixture, followed by extraction with ether, drying over anhydrous magnes... Reactants: [OH-].[NH4+] (ammonium hydroxide), COC(=O)C1=CC2=C(S1)SC(=C2)S(=O)(=O)Cl (5-methoxycarbonylthieno[2,3-b]thiophene-2-sulfonyl chloride). Run in CC(=O)C (acetone). Run at time 30 minute. Yields the product COC(=O)C1=CC2=C(S1)SC(=C2)S(=O)(=O)N (5-Methoxycarbonylthieno[2,3-b]thiophene-2-sulfonamide). As a reaction SMILES: [OH-].[NH4+:2].[CH3:3][O:4][C:5]([C:7]1[S:11][C:10]2[S:12][C:13]([S:15](Cl)(=[O:17])=[O:16])=[CH:14][C:9]=2[CH:8]=1)=[O:6]>CC(C)=O>[CH3:3][O:4][C:5]([C:7]1[S:11][C:10]2[S:12][C:13]([S:15]([NH2:2])(=[O:17])=[O:16])=[CH:14][C:9]=2[CH:8]=1)=[O:6] |f:0.1|. Procedure details: To stirred ammonium hydroxide (150 ml) was added dropwise 5-methoxycarbonylthieno[2,3-b]thiophene-2-sulfonyl chloride (11.58 g. 39.02 mmoles) dissolved in acetone (140 ml). After the addition was complete, the solution was stirred for 30 minutes. The reaction was worked up by evaporating the ammonia and acetone in vacuo. The crystals were collected and dried (9.66 g.) (89%). Recrystallization from nitromethane gave 7.02 g. mp 219°-220° C. Starting materials: CC(=O)c1cc(Br)ccc1O, CCO, [Na+], [Na+], O, O, O, O, O, O, O, O, O, OB1O[B-]2(O)OB(O)O[B-](O)(O1)O2, O=Cc1cccs1. The product is O=C1CC(c2cccs2)Oc2ccc(Br)cc21. RXN SMILES: [Br:1][c:2]1[cH:3][cH:4][c:5]([OH:11])[c:6]([C:8]([CH3:9])=[O:10])[cH:7]1.[CH3:42][CH2:43][OH:44].[Na+:19].[Na+:20].[OH2:21].[OH2:22].[OH2:23].[OH2:24].[OH2:25].[OH2:26].[OH2:27].[OH2:28].[OH2:45].[OH:29][B:30]1[O:31][B-:32]2([OH:41])[O:33][B-:34]([OH:39])([O:35][B:36]([OH:38])[O:37]2)[O:40]1.[s:12]1[c:13]([CH:17]=[O:18])[cH:14][cH:15][cH:16]1>>[Br:1][c:2]1[cH:3][cH:4][c:5]2[c:6]([cH:7]1)[C:8](=[O:10])[CH2:9][CH:17]([c:13]1[s:12][cH:16][cH:15][cH:14]1)[O:11]2. The reactants are C(C)NC(CO)CCOC1=CC=CC2=CC=CC=C12 (2-(ethylamino)-4-(1-naphthyloxy)-1-butanol), C(=O)O (formic acid). Product: C(C)N(C(CO)CCOC1=CC=CC2=CC=CC=C12)C (2-(ethylmethylamino)-4-(1-naphthyloxy)-1-butanol). Reaction SMILES: [CH2:1]([NH:3][CH:4]([CH2:7][CH2:8][O:9][C:10]1[C:19]2[C:14](=[CH:15][CH:16]=[CH:17][CH:18]=2)[CH:13]=[CH:12][CH:11]=1)[CH2:5][OH:6])[CH3:2].[CH:20](O)=O>>[CH2:1]([N:3]([CH3:20])[CH:4]([CH2:7][CH2:8][O:9][C:10]1[C:19]2[C:14](=[CH:15][CH:16]=[CH:17][CH:18]=2)[CH:13]=[CH:12][CH:11]=1)[CH2:5][OH:6])[CH3:2]. Procedure details: 2-(ethylamino)-4-(1-naphthyloxy)-1-butanol, described in Example 6, with formic acid, followed by reduction, gives 2-(ethylmethylamino)-4-(1-naphthyloxy)-1-butanol, and Reactants: {Pd[P(C2F5)2O]2H}2(μ-Cl)2, BrC1=CC=CC=C1 (bromobenzene), C(=O)([O-])[O-].[K+].[K+] (K2CO3), C1(=CC=CC=C1)B(O)O (phenylboronic acid), O (water). Run in O1CCCC1 (tetrahydrofuran). Run at time 15 minute. Yields the product C1(=CC=CC=C1)C1=CC=CC=C1 (biphenyl). Isolated yield 64.2%. As a reaction SMILES: Br[C:2]1[CH:7]=[CH:6][CH:5]=[CH:4][CH:3]=1.C([O-])([O-])=O.[K+].[K+].[C:14]1(B(O)O)[CH:19]=[CH:18][CH:17]=[CH:16][CH:15]=1.O>O1CCCC1>[C:2]1([C:14]2[CH:19]=[CH:18][CH:17]=[CH:16][CH:15]=2)[CH:7]=[CH:6][CH:5]=[CH:4][CH:3]=1 |f:1.2.3|. Procedure: 1.57 g (10 mmol) of bromobenzene and 4.15 g (30 mmol) of K2CO3 are added to a solution of 1.83 g (15 mmol) of phenylboronic acid in 20 ml of tetrahydrofuran. After the mixture has been stirred at room temperature for 15 minutes, 0.21 g (0.15 mmol) of [{Pd[P(C2F5)2O]2H}2(μ-Cl)2], prepared in accordance with Example 13, is added, and the reaction mixture is heated under reflux for 3 hours. After cooling and addition of 100 ml of water, the reaction mixture is extracted with 200 ml of hexane. The o... Reactants: BrC1=CC(=C(C=C1)C(=O)C1=CC=C(C=C1)O)Cl ((4-Bromo-2-chlorophenyl)(4-hydroxyphenyl)methanone), C1(CCCCC1)=O (cyclohexanone). The reagents and catalysts are Cl[Ti](Cl)(Cl)Cl (TiCl4), [Zn] (zinc). Run in C1CCOC1 (THF), C1CCOC1 (THF). Reaction conditions: time 30 minute. Yields the product BrC1=CC(=C(C=C1)C(C1=CC=C(C=C1)O)=C1CCCCC1)Cl (4-[(4-Bromo-2-chlorophenyl)(cyclohexylidene)methyl]phenol). Isolated yield 93.5%. RXN SMILES: [Br:1][C:2]1[CH:7]=[CH:6][C:5]([C:8]([C:10]2[CH:15]=[CH:14][C:13]([OH:16])=[CH:12][CH:11]=2)=O)=[C:4]([Cl:17])[CH:3]=1.[C:18]1(=O)[CH2:23][CH2:22][CH2:21][CH2:20][CH2:19]1>C1COCC1.Cl[Ti](Cl)(Cl)Cl.[Zn]>[Br:1][C:2]1[CH:7]=[CH:6][C:5]([C:8](=[C:18]2[CH2:23][CH2:22][CH2:21][CH2:20][CH2:19]2)[C:10]2[CH:15]=[CH:14][C:13]([OH:16])=[CH:12][CH:11]=2)=[C:4]([Cl:17])[CH:3]=1. Procedure details: TiCl4 (2.01 mL, 18.2 mmol) was added dropwise to a suspension of zinc powder (2.41 g, 36.9 mmol) in anhydrous THF (60 mL) at RT. After refluxing for 1 h, a mixture of 71 (1.42 g, 4.56 mmol) and cyclohexanone (1.34 g, 13.7 mmol) dissolved in THF (20 mL) was added dropwise. Refluxing was continued for 30 min. The reaction mixture was cooled to RT and filtered through Celite. Water (250 mL) was added and the mixture was extracted with Et2O (3×100 mL). The combined ethereal extracts were washed with... Starting materials: C(C)(=O)[O-].[Na+] (sodium acetate), ice water, O[C@H]1CC([C@]2(CC)[C@@H]1[C@@H]1CCC3=CCCC[C@@H]3[C@H]1CC2)=O (15α-hydroxy-18-methyl-4-estren-17-one), CS(=O)(=O)Cl (methanesulfonic acid chloride), CN(C=O)C (dimethylformamide). Solvent: N1=CC=CC=C1 (pyridine). Reaction conditions: time 1 hour. The product is CC[C@@]12C(C=C[C@H]1[C@@H]1CCC3=CCCC[C@@H]3[C@H]1CC2)=O (18-methyl-4,15-estradien-17-one). Yield: 69.7%. As a reaction SMILES: O[C@@H:2]1[C@H:8]2[C@H:9]3[C@H:18]([CH2:19][CH2:20][C@:5]2([CH2:6][CH3:7])[C:4](=[O:21])[CH2:3]1)[C@@H:17]1[C:12](=[CH:13][CH2:14][CH2:15][CH2:16]1)[CH2:11][CH2:10]3.CS(Cl)(=O)=O.CN(C)C=O.C([O-])(=O)C.[Na+]>N1C=CC=CC=1>[CH3:7][CH2:6][C@:5]12[CH2:20][CH2:19][C@H:18]3[C@@H:9]([CH2:10][CH2:11][C:12]4[C@@H:17]3[CH2:16][CH2:15][CH2:14][CH:13]=4)[C@@H:8]1[CH:2]=[CH:3][C:4]2=[O:21] |f:3.4|. Procedure details: In an ice bath, 7.8 g of 15α-hydroxy-18-methyl-4-estren-17-one in 50 ml of pyridine is combined with 10 ml of methanesulfonic acid chloride. After 1 hour, 50 ml of dimethylformamide (DMF) is added thereto, along with 23 g of anhydrous sodium acetate. The mixture is stirred for another 20 hours at room temperature. The mixture is introduced into ice/water. The thus-precipitated product is vacuum-filtered, washed with water, dissolved in ethyl acetate, and dried. Crystallization from ethyl acetate... Starting materials: O (H2O), [H-].[H-].[H-].[H-].[Li+].[Al+3] (LiAlH4), [OH-].[Na+] (NaOH), C(C)(C)(C)OC(=O)N1CCC(CC1)CC(=O)OC (1-t-butoxycarbonyl-4-(methoxycarbonyl methyl)piperidine), O (H2O). Run in CCOCC (ether), C1CCOC1 (THF). Reaction conditions: time 24 hour. Yields the product COCCC1CCNCC1 (4-(Methoxyethyl)piperidine). Reaction SMILES: [H-].[H-].[H-].[H-].[Li+].[Al+3].C(OC([N:14]1[CH2:19][CH2:18][CH:17]([CH2:20][C:21]([O:23][CH3:24])=O)[CH2:16][CH2:15]1)=O)(C)(C)C.O.[OH-].[Na+]>C1COCC1.CCOCC>[CH3:24][O:23][CH2:21][CH2:20][CH:17]1[CH2:18][CH2:19][NH:14][CH2:15][CH2:16]1 |f:0.1.2.3.4.5,8.9|. Procedure: To a solution of 5 g (696.6 mmol) of LiAlH4 in 800 mL of THF at rt was carefully added 30 g (232.2 mmol) of 1-t-butoxycarbonyl-4-(methoxycarbonyl methyl)piperidine and the reaction mixture was stirred at rt for 24 h. To the reaction mixture was slowly added 30 mL of H2O over a period of 2 h, followed by 30 mL of a 15% NaOH solution and 30 mL of H2O. The mixture was diluted with ether, filtered, and the solids were triturated several times with ethyl acetate. The combined organic fractions were c...